Dataset: the Open Reaction Database (ORD), a public repository of structured organic reaction records. Task: describe an organic reaction: reactants, conditions, products, and yield The reactants are CCOC(=O)c1cnn2cc(-c3cnn(C)c3)cc(OC)c12, CO, Cl, [Na+], [OH-], O. Product: COc1cc(-c2cnn(C)c2)cn2ncc(C(=O)O)c12. RXN SMILES: [CH3:1][O:2][c:3]1[c:4]2[n:5]([cH:6][c:7](-[c:9]3[cH:10][n:11][n:12]([CH3:14])[cH:13]3)[cH:8]1)[n:15][cH:16][c:17]2[C:18](=[O:19])[O:20][CH2:21][CH3:22].[CH3:26][OH:27].[ClH:25].[Na+:24].[OH-:23].[OH2:28]>>[CH3:1][O:2][c:3]1[c:4]2[n:5]([cH:6][c:7](-[c:9]3[cH:10][n:11][n:12]([CH3:14])[cH:13]3)[cH:8]1)[n:15][cH:16][c:17]2[C:18](=[O:19])[OH:20]. The reactants are Cl.N1=CC(=CC=C1)OC1=CC=C(C=C1)/C=C(/CO)\C ((E)-3-[4-(pyridin-3-yloxy)phenyl]-2-methylallyl alcohol hydrochloride), S(=O)(Cl)Cl (thionyl chloride). Solvent: C(Cl)Cl (methylene chloride). The product is Cl.N1=CC(=CC=C1)OC1=CC=C(C=C1)/C=C(/CCl)\C ((E)-3-[4-(pyridin-3-yloxy)phenyl]-2-methylallyl chloride hydrochloride). Reaction SMILES: [ClH:1].[N:2]1[CH:7]=[CH:6][CH:5]=[C:4]([O:8][C:9]2[CH:14]=[CH:13][C:12](/[CH:15]=[C:16](\[CH3:19])/[CH2:17]O)=[CH:11][CH:10]=2)[CH:3]=1.S(Cl)([Cl:22])=O>C(Cl)Cl>[ClH:22].[N:2]1[CH:7]=[CH:6][CH:5]=[C:4]([O:8][C:9]2[CH:14]=[CH:13][C:12](/[CH:15]=[C:16](\[CH3:19])/[CH2:17][Cl:1])=[CH:11][CH:10]=2)[CH:3]=1 |f:0.1,4.5|. Procedure details: In 5 ml of methylene chloride was suspended 350 mg of (E)-3-[4-(pyridin-3-yloxy)phenyl]-2-methylallyl alcohol hydrochloride and to the suspension was added 0.18 ml of thionyl chloride with ice-cooling, after which the resulting mixture was subjected to reaction under reflux for 30 minutes. The solvent and the excessive thionyl chloride were removed by distillation under reduced pressure to obtain oily (E)-3-[4-(pyridin-3-yloxy)phenyl]-2-methylallyl chloride hydrochloride. This was dissolved in 2...